From a dataset of the Open Reaction Database (ORD), a public repository of structured organic reaction records. describe an organic reaction: reactants, conditions, products, and yield Reactants: Cl (hydrochloric acid), ClC1=C(C(=CC(=C1)Cl)Cl)NN (2,4,6-trichlorophenylhydrazine), C(CC(=O)C)(=O)OCC (ethyl acetoacetate), [OH-].[K+] (potassium hydroxide). Run in O (water), C(C)O (ethanol). Reaction conditions: time 30 minute. Product: CC1=NN(C(C1)=O)C1=C(C=C(C=C1Cl)Cl)Cl (3-Methyl-1-(2,4,6-trichlorophenyl)-2-pyrazolin-5-one). RXN SMILES: [Cl:1][C:2]1[CH:7]=[C:6]([Cl:8])[CH:5]=[C:4]([Cl:9])[C:3]=1[NH:10][NH2:11].[C:12](OCC)(=[O:17])[CH2:13][C:14]([CH3:16])=O.[OH-].[K+].Cl>C(O)C.O>[CH3:16][C:14]1[CH2:13][C:12](=[O:17])[N:10]([C:3]2[C:2]([Cl:1])=[CH:7][C:6]([Cl:8])=[CH:5][C:4]=2[Cl:9])[N:11]=1 |f:2.3|. Reported procedure: To 280 g of 2,4,6-trichlorophenylhydrazine was added 180 ml of ethyl acetoacetate, and the resulting mixture was stirred at room temperature for 30 minutes. After adding thereto a solution prepared by dissolving 215 g of potassium hydroxide in 7 l of ethanol, the reaction solution was refluxed with heating for 1 hour. The reaction solution was poured into 6 l of water and neutralized with conc. hydrochloric acid. After being cooled to room temperature, a precipitate thus formed was filtered off,... Starting materials: Cl (hydrochloric acid), BrC=1C=CC=C2C=CC(=C(C12)C(=O)OC)C (methyl 8-bromo-2-methylnaphthalene-1-carboxylate), BrC=1C=CC=C2C=CC(=C(C12)C(=O)OC)C (methyl 8-bromo-2-methylnaphthalene-1-carboxylate), C[O-].[Na+] (sodium methoxide), N1=CC=CC=C1 (pyridine). Reagents/catalysts: [Cu](I)I (copper iodide). Solvent: O (water), CO (methanol). The product is COC=1C=CC=C2C=CC(=C(C12)C(=O)OC)C (methyl 8-methoxy-2-methylnaphthalene-1-carboxylate). The yield is 40.0%. As a reaction SMILES: Br[C:2]1[CH:3]=[CH:4][CH:5]=[C:6]2[C:11]=1[C:10]([C:12]([O:14][CH3:15])=[O:13])=[C:9]([CH3:16])[CH:8]=[CH:7]2.[CH3:17][O-:18].[Na+].N1C=CC=CC=1.Cl>CO.O.[Cu](I)I>[CH3:17][O:18][C:2]1[CH:3]=[CH:4][CH:5]=[C:6]2[C:11]=1[C:10]([C:12]([O:14][CH3:15])=[O:13])=[C:9]([CH3:16])[CH:8]=[CH:7]2 |f:1.2|. Reported procedure: A mixture of methyl 8-bromo-2-methylnaphthalene-1-carboxylate (Intermediate 191, 1.0 g), sodium methoxide (25% wt/solution in methanol, 5 g), copper iodide (0.37 g), and pyridine (13 ml) in methanol (13 ml) was stirred and heated at reflux for 3 days. After cooling, the mixture was diluted with water, acidified with concentrated hydrochloric acid and extracted with ethyl acetate. The organic layer was separated, washed with 1M HCl and brine, dried (MgSO4) and filtered. The filtrate was evaporate... Starting materials: COC(CC=1C=C(C(=CC1)OC)C1=C(C=C(C=C1)C(F)(F)F)C=O)=O ((2′-formyl-6-methoxy-4′-trifluoromethyl-biphenyl-3-yl)-acetic acid methyl ester), N[C@H]1CCC2=CC=CC=C12 ((S)-(+)-1-aminoindan). The product is COC(CC=1C=C(C(=CC1)OC)C1=C(C=C(C=C1)C(F)(F)F)CN[C@H]1CCC2=CC=CC=C12)=O ([2′-((S)-Indan-1-ylaminomethyl)-6-methoxy-4′-trifluoromethyl-biphenyl-3-yl]-acetic acid methyl ester). As a reaction SMILES: [CH3:1][O:2][C:3](=[O:25])[CH2:4][C:5]1[CH:6]=[C:7]([C:13]2[CH:18]=[CH:17][C:16]([C:19]([F:22])([F:21])[F:20])=[CH:15][C:14]=2[CH:23]=O)[C:8]([O:11][CH3:12])=[CH:9][CH:10]=1.[NH2:26][C@@H:27]1[C:35]2[C:30](=[CH:31][CH:32]=[CH:33][CH:34]=2)[CH2:29][CH2:28]1>>[CH3:1][O:2][C:3](=[O:25])[CH2:4][C:5]1[CH:6]=[C:7]([C:13]2[CH:18]=[CH:17][C:16]([C:19]([F:21])([F:20])[F:22])=[CH:15][C:14]=2[CH2:23][NH:26][C@@H:27]2[C:35]3[C:30](=[CH:31][CH:32]=[CH:33][CH:34]=3)[CH2:29][CH2:28]2)[C:8]([O:11][CH3:12])=[CH:9][CH:10]=1. Procedure details: Prepared according to the procedure described in Example 4, Step 1, using the following starting materials: (2′-formyl-6-methoxy-4′-trifluoromethyl-biphenyl-3-yl)-acetic acid methyl ester and (S)-(+)-1-aminoindan. Starting materials: [Al+3].[Cl-].[Cl-].[Cl-] (AlCl3), [N+](=O)([O-])C (Nitromethane), COC1=C2C(=C(N=C1)N1N=C(N=C1)NC(C(C)(C)C)=O)NC=C2 (N-(1-(4-methoxy-1H-pyrrolo[2,3-c]pyridin-7-yl)-1H-1,2,4-triazol-3-yl)pivalamide), ClC(C(=O)OC)=O (methyl 2-chloro-2-oxoacetate). Solvent: C(Cl)Cl (CH2Cl2). Run at time 30 minute. Yields the product COC1=C2C(=C(N=C1)N1N=C(N=C1)NC(C(C)(C)C)=O)NC=C2C(C(=O)OC)=O (methyl 2-(4-methoxy-7-(3-pivalamido-1H-1,2,4-triazol-1-yl)-1H-pyrrolo[2,3-c]pyridin-3-yl)-2-oxoacetate). Isolated yield 34.9%. As a reaction SMILES: [Al+3].[Cl-].[Cl-].[Cl-].[N+](C)([O-])=O.[CH3:9][O:10][C:11]1[CH:16]=[N:15][C:14]([N:17]2[CH:21]=[N:20][C:19]([NH:22][C:23](=[O:28])[C:24]([CH3:27])([CH3:26])[CH3:25])=[N:18]2)=[C:13]2[NH:29][CH:30]=[CH:31][C:12]=12.Cl[C:33](=[O:38])[C:34]([O:36][CH3:37])=[O:35]>C(Cl)Cl>[CH3:9][O:10][C:11]1[CH:16]=[N:15][C:14]([N:17]2[CH:21]=[N:20][C:19]([NH:22][C:23](=[O:28])[C:24]([CH3:27])([CH3:26])[CH3:25])=[N:18]2)=[C:13]2[NH:29][CH:30]=[C:31]([C:33](=[O:38])[C:34]([O:36][CH3:37])=[O:35])[C:12]=12 |f:0.1.2.3|. Procedure: To an oven-dried flask in ice bath was added AlCl3 (382 mg, 2.86 mmol), then CH2Cl2 (4 mL) was introduced at 0° C. Nitromethane (10.84 μL, 0.201 mmol) was added at that temperature. Ice bath was removed and the mixture was stirred at room temperature for 30 min. N-(1-(4-methoxy-1H-pyrrolo[2,3-c]pyridin-7-yl)-1H-1,2,4-triazol-3-yl)pivalamide (90 mg, 0.286 mmol) and methyl 2-chloro-2-oxoacetate (0.079 mL, 0.859 mmol) were added at 0° C. The reaction mixture was stirred for three hours at room temp...